From a dataset of the Open Reaction Database (ORD), a public repository of structured organic reaction records. describe an organic reaction: reactants, conditions, products, and yield Reactants: OC1=CC=C(C=O)C=C1 (p-hydroxybenzaldehyde), NCCS(=O)(=O)O (taurine), C1(=CC=C(C=C1)C=O)C (p-tolualdehyde), NCC(=O)O (glycine). Product: CC1=CC=C(C=C2C(NC(N2)=O)=O)C=C1 (5-(p-Methylbenzylidene)-hydantoin). Reaction SMILES: [NH2:1][CH2:2]CS(O)(=O)=O.[C:8]1([CH3:16])[CH:13]=[CH:12][C:11]([CH:14]=O)=[CH:10][CH:9]=1.[NH2:17][CH2:18][C:19]([OH:21])=O.[OH:22]C1C=CC(C=O)=CC=1>>[CH3:16][C:8]1[CH:13]=[CH:12][C:11]([CH:14]=[C:18]2[NH:17][C:2](=[O:22])[NH:1][C:19]2=[O:21])=[CH:10][CH:9]=1. Procedure: 5-(p-Methylbenzylidene)-hydantoin was prepared in the same manner as in Example 4, except that 31.3 g (0.25 mol) of taurine and 60.0 g (0.50 mol) of p-tolualdehyde were used in lieu of glycine and p-hydroxybenzaldehyde, respectively. During the reaction, the pH of the reaction mixture was 9.8 to 9.6.